Task: describe an organic reaction: reactants, conditions, products, and yield. Dataset: the Open Reaction Database (ORD), a public repository of structured organic reaction records Run at temperature 20 celsius, time 20 hour. Run in ClCCCl (1,2-dichloroethane). Reaction SMILES: [NH2:1][C:2]1[C:7]([F:8])=[C:6]([C:9]2[C:17]3[O:16][C:15]([F:19])([F:18])[O:14][C:13]=3[C:12]([Si](C)(C)C)=[CH:11][CH:10]=2)[N:5]=[C:4]([C:24]([O:26][CH3:27])=[O:25])[C:3]=1[Cl:28].[I:29]Cl.OS([O-])=O.[Na+].C(OCC)(=O)C>ClCCCl>[NH2:1][C:2]1[C:7]([F:8])=[C:6]([C:9]2[C:17]3[O:16][C:15]([F:19])([F:18])[O:14][C:13]=3[C:12]([I:29])=[CH:11][CH:10]=2)[N:5]=[C:4]([C:24]([O:26][CH3:27])=[O:25])[C:3]=1[Cl:28] |f:2.3|. Procedure details: Methyl 4-amino-3-chloro-6-(2,2-difluoro-7-(trimethylsilyl)benzo[d][1,3]dioxol-4-yl)-5-fluoropicolinate (400 mg, 0.92 mmol) in 1,2-dichloroethane (5 mL) was treated with iodine monochloride (900 mg, 5.5 mmol) and stirred for 20 h at 20° C. The mixture was combined with 10 wt % NaHSO3 solution (30 mL) and ethyl acetate (30 mL). The aqueous phase was extracted with ethyl acetate (15 mL), and the combined organic phases were washed with saturated NaCl (10 mL), dried (Na2SO4) and evaporated to give t... The product is NC1=C(C(=NC(=C1F)C1=CC=C(C=2OC(OC21)(F)F)I)C(=O)OC)Cl (Methyl 4-amino-3-chloro-6-(2,2-difluoro-7-iodobenzo-[d][1,3]dioxol-4-yl)-5-fluoropicolinate). Yield: 96.1%. Reactants: NC1=C(C(=NC(=C1F)C1=CC=C(C=2OC(OC21)(F)F)[Si](C)(C)C)C(=O)OC)Cl (Methyl 4-amino-3-chloro-6-(2,2-difluoro-7-(trimethylsilyl)benzo[d][1,3]dioxol-4-yl)-5-fluoropicolinate), ICl (iodine monochloride), C(C)(=O)OCC (ethyl acetate), OS(=O)[O-].[Na+] (NaHSO3).